describe an organic reaction: reactants, conditions, products, and yield From a dataset of the Open Reaction Database (ORD), a public repository of structured organic reaction records. The product is CC1(C)Oc2ccc(C#N)cc2C(OC(=O)C2CCCN2S(=O)(=O)c2ccc([N+](=O)[O-])cc2)C1Br. The reactants are CC1(C)Oc2ccc(C#N)cc2C(O)C1Br, O=C(O)C1CCCN1S(=O)(=O)c1ccc([N+](=O)[O-])cc1. RXN SMILES: [Br:21][CH:22]1[C:23]([CH3:35])([CH3:36])[O:24][c:25]2[c:26]([cH:29][c:30]([C:33]#[N:34])[cH:31][cH:32]2)[CH:27]1[OH:28].[N+:1](=[O:2])([O-:3])[c:4]1[cH:5][cH:6][c:7]([S:10](=[O:11])(=[O:12])[N:13]2[CH:14]([C:15](=[O:16])[OH:17])[CH2:18][CH2:19][CH2:20]2)[cH:8][cH:9]1>>[N+:1](=[O:2])([O-:3])[c:4]1[cH:5][cH:6][c:7]([S:10](=[O:11])(=[O:12])[N:13]2[CH:14]([C:15]([O:16][CH:27]3[CH:22]([Br:21])[C:23]([CH3:35])([CH3:36])[O:24][c:25]4[c:26]3[cH:29][c:30]([C:33]#[N:34])[cH:31][cH:32]4)=[O:17])[CH2:18][CH2:19][CH2:20]2)[cH:8][cH:9]1. Starting materials: ClCCl, CC(O)c1nn2ccccc2c1-c1ccnc(F)c1. Product: CC(=O)c1nn2ccccc2c1-c1ccnc(F)c1. As a reaction SMILES: [CH2:20]([Cl:21])[Cl:22].[F:1][c:2]1[n:3][cH:4][cH:5][c:6](-[c:8]2[c:9]([CH:17]([CH3:18])[OH:19])[n:10][n:11]3[c:12]2[cH:13][cH:14][cH:15][cH:16]3)[cH:7]1>>[F:1][c:2]1[n:3][cH:4][cH:5][c:6](-[c:8]2[c:9]([C:17]([CH3:18])=[O:19])[n:10][n:11]3[c:12]2[cH:13][cH:14][cH:15][cH:16]3)[cH:7]1. As a reaction SMILES: [NH2:1][C@@H:2]1[CH2:6][CH2:5][N:4]([C:7]2[N:15]=[C:14]3[C:10]([N:11]=[CH:12][N:13]3[C@@H:16]3[CH2:20][C@H:19]([N:21]4[N:25]=[C:24]([CH2:26][CH3:27])[CH:23]=[N:22]4)[C@@H:18]([OH:28])[C@H:17]3[OH:29])=[C:9]([NH:30][CH2:31][CH:32]([C:39]3[CH:44]=[CH:43][CH:42]=[CH:41][CH:40]=3)[C:33]3[CH:38]=[CH:37][CH:36]=[CH:35][CH:34]=3)[N:8]=2)[CH2:3]1.[ClH:45].C1(C(C2C=CC=CC=2)CNC2N=C(N3CC[C@@H](N[C:70]([NH:72][CH2:73][C:74]4[CH:79]=[CH:78][CH:77]=[CH:76][N:75]=4)=[O:71])C3)N=C3C=2N=CN3[C@@H]2C[C@H](N3N=NC(CC)=N3)[C@@H](O)[C@H]2O)C=CC=CC=1>>[ClH:45].[C:33]1([CH:32]([C:39]2[CH:40]=[CH:41][CH:42]=[CH:43][CH:44]=2)[CH2:31][NH:30][C:9]2[N:8]=[C:7]([N:4]3[CH2:5][CH2:6][C@@H:2]([NH:1][C:70]([NH:72][CH2:73][C:74]4[CH:79]=[CH:78][CH:77]=[CH:76][N:75]=4)=[O:71])[CH2:3]3)[N:15]=[C:14]3[C:10]=2[N:11]=[CH:12][N:13]3[C@@H:16]2[CH2:20][C@H:19]([N:21]3[N:25]=[C:24]([CH2:26][CH3:27])[CH:23]=[N:22]3)[C@@H:18]([OH:28])[C@H:17]2[OH:29])[CH:34]=[CH:35][CH:36]=[CH:37][CH:38]=1 |f:1.2,3.4|. The product is Cl.C1(=CC=CC=C1)C(CNC1=C2N=CN(C2=NC(=N1)N1C[C@@H](CC1)NC(=O)NCC1=NC=CC=C1)[C@H]1[C@@H]([C@@H]([C@H](C1)N1N=CC(=N1)CC)O)O)C1=CC=CC=C1 (1-((R)-1-{6-(2,2-Diphenyl-ethylamino)-9-[(1R,2S,3R,4S)-4-(4-ethyl-[1,2,3]triazol-2-yl)-2,3-dihydroxy-cyclopentyl]-9H-purin-2-yl}-pyrrolidin-3-yl)-3-pyridin-2-ylmethyl-urea hydrochloride). Starting materials: N[C@H]1CN(CC1)C1=NC(=C2N=CN(C2=N1)[C@H]1[C@@H]([C@@H]([C@H](C1)N1N=CC(=N1)CC)O)O)NCC(C1=CC=CC=C1)C1=CC=CC=C1 ((1R,2S,3R,5S)-3-[2-((R)-3-amino-pyrrolidin-1-yl)-6-(2,2-diphenyl-ethylamino)-purin-9-yl]-5-(4-ethyl-[1,2,3]triazol-2-yl)-cyclopentane-1,2-diol), Cl.C1(=CC=CC=C1)C(CNC1=C2N=CN(C2=NC(=N1)N1C[C@@H](CC1)NC(=O)NCC1=NC=CC=C1)[C@H]1[C@@H]([C@@H]([C@H](C1)N1N=C(N=N1)CC)O)O)C1=CC=CC=C1 (1-((R)-1-{6-(2,2-Diphenyl-ethylamino)-9-[(1R,2S,3R,4S)-4-(5-ethyl-tetrazol-2-yl)-2,3-dihydroxy-cyclopentyl]-9H-purin-2-yl}-pyrrolidin-3-yl)-3-pyridin-2-ylmethyl-urea hydrochloride). Procedure details: This compound is prepared from (1R,2S,3R,5S)-3-[2-((R)-3-amino-pyrrolidin-1-yl)-6-(2,2-diphenyl-ethylamino)-purin-9-yl]-5-(4-ethyl-[1,2,3]triazol-2-yl)-cyclopentane-1,2-diol. (Intermediate FC) using a procedure analogous to that of 1-((R)-1-{6-(2,2-diphenyl-ethylamino)-9-[(1R,2S,3R,4S)-4-(5-ethyl-tetrazol-2-yl)-2,3-dihydroxy-cyclopentyl]-9H-purin-2-yl}-pyrrolidin-3-yl)-3-pyridin-2-ylmethyl-urea hydrochloride (Example 113). MS (ES+) m/e 729.54 (MH+). The reactants are C(=NC1CCCCC1)=NC1CCCCC1, CS(N)(=O)=O, CN(C)c1ccncc1, ClCCl, Cc1ccc(N(C(=O)c2ccco2)C2CCN(CCC3(CC(=O)O)CCCCC3)CC2)cc1. The product is Cc1ccc(N(C(=O)c2ccco2)C2CCN(CCC3(CC(=O)NS(C)(=O)=O)CCCCC3)CC2)cc1. Reaction SMILES: [CH2:39]1[CH2:40][CH2:41][CH:42]([N:43]=[C:44]=[N:45][CH:46]2[CH2:47][CH2:48][CH2:49][CH2:50][CH2:51]2)[CH2:52][CH2:53]1.[CH3:34][S:35](=[O:36])(=[O:37])[NH2:38].[CH3:54][N:55]([CH3:56])[c:57]1[cH:58][cH:59][n:60][cH:61][cH:62]1.[Cl:63][CH2:64][Cl:65].[c:1]1([CH3:33])[cH:2][cH:3][c:4]([N:7]([C:8](=[O:9])[c:10]2[o:11][cH:12][cH:13][cH:14]2)[CH:15]2[CH2:16][CH2:17][N:18]([CH2:21][CH2:22][C:23]3([CH2:29][C:30](=[O:31])[OH:32])[CH2:24][CH2:25][CH2:26][CH2:27][CH2:28]3)[CH2:19][CH2:20]2)[cH:5][cH:6]1>>[c:1]1([CH3:33])[cH:2][cH:3][c:4]([N:7]([C:8](=[O:9])[c:10]2[o:11][cH:12][cH:13][cH:14]2)[CH:15]2[CH2:16][CH2:17][N:18]([CH2:21][CH2:22][C:23]3([CH2:29][C:30](=[O:31])[NH:38][S:35]([CH3:34])(=[O:36])=[O:37])[CH2:24][CH2:25][CH2:26][CH2:27][CH2:28]3)[CH2:19][CH2:20]2)[cH:5][cH:6]1. The reactants are NC=1SC=CC1C(=O)OC (methyl 2-aminothiophene-3-carboxylate), C(=O)N (formamide), O (water). Yields the product N1=CNC(C2=C1SC=C2)=O (thieno[2,3-d]pyrimidin-4(3H)-one). The yield is 66.0%. RXN SMILES: [NH2:1][C:2]1[S:3][CH:4]=[CH:5][C:6]=1[C:7]([O:9]C)=O.O.[CH:12]([NH2:14])=O>>[N:1]1[C:2]2[S:3][CH:4]=[CH:5][C:6]=2[C:7](=[O:9])[NH:14][CH:12]=1. Procedure: A solution of methyl 2-aminothiophene-3-carboxylate (3.0 g, 19.1 mmol) in formamide (95 ml) was heated at 190° C. for 4 hours. The cooled mixture was poured into water. The precipitate was filtered off, washed with water and dried. The crude product was purified by silica gel chromatography (CH2Cl2/MeOH 50:1) to yield the title compound as a white solid (1.93 g, 66%). Reactants: C(C1=CC=CC=C1)N1C[C@@H]([C@@H](CC1)C)NC ((3R,4R)-1-benzyl-N,4-dimethylpiperidin-3-amine), ClC1=C2C(=NC=C1)N(C=C2)COCC[Si](C)(C)C (4-chloro-1-[2-(trimethylsilyl)ethoxy]methyl-1H-pyrrolo[2,3-b]pyridine), C(C)(C)(C)P(C(C)(C)C)C(C)(C)C (tri-tert-butylphosphine), CC(C)([O-])C.[Na+] (sodium tert-butoxide). Reagents/catalysts: C=1C=CC(=CC1)/C=C/C(=O)/C=C/C2=CC=CC=C2.C=1C=CC(=CC1)/C=C/C(=O)/C=C/C2=CC=CC=C2.C=1C=CC(=CC1)/C=C/C(=O)/C=C/C2=CC=CC=C2.[Pd].[Pd] (tris(dibenzylideneacetone)dipalladium(0)). The solvent is O (water), C(C)(=O)OCC (ethyl acetate), C1(=CC=CC=C1)C (toluene), C1(=CC=CC=C1)C (toluene). Conditions: temperature 70 celsius. Product: C(C1=CC=CC=C1)N1C[C@@H]([C@@H](CC1)C)N(C1=C2C(=NC=C1)N(C=C2)COCC[Si](C)(C)C)C (N-[(3R,4R)-1-benzyl-4-methylpiperidin-3-yl]-N-methyl-1-[2-(trimethylsilyl)-ethoxy]methyl-N-(1H-pyrrolo[2,3-b]pyridin-4-yl)-amine). Yield: 120.8%. As a reaction SMILES: [CH2:1]([N:8]1[CH2:13][CH2:12][C@@H:11]([CH3:14])[C@@H:10]([NH:15][CH3:16])[CH2:9]1)[C:2]1[CH:7]=[CH:6][CH:5]=[CH:4][CH:3]=1.Cl[C:18]1[CH:23]=[CH:22][N:21]=[C:20]2[N:24]([CH2:27][O:28][CH2:29][CH2:30][Si:31]([CH3:34])([CH3:33])[CH3:32])[CH:25]=[CH:26][C:19]=12.C(P(C(C)(C)C)C(C)(C)C)(C)(C)C.CC(C)([O-])C.[Na+]>C1(C)C=CC=CC=1.C1C=CC(/C=C/C(/C=C/C2C=CC=CC=2)=O)=CC=1.C1C=CC(/C=C/C(/C=C/C2C=CC=CC=2)=O)=CC=1.C1C=CC(/C=C/C(/C=C/C2C=CC=CC=2)=O)=CC=1.[Pd].[Pd].O.C(OCC)(=O)C>[CH2:1]([N:8]1[CH2:13][CH2:12][C@@H:11]([CH3:14])[C@@H:10]([N:15]([CH3:16])[C:18]2[CH:23]=[CH:22][N:21]=[C:20]3[N:24]([CH2:27][O:28][CH2:29][CH2:30][Si:31]([CH3:34])([CH3:33])[CH3:32])[CH:25]=[CH:26][C:19]=23)[CH2:9]1)[C:2]1[CH:3]=[CH:4][CH:5]=[CH:6][CH:7]=1 |f:3.4,6.7.8.9.10|. Procedure details: A degassed mixture of (3R,4R)-1-benzyl-N,4-dimethylpiperidin-3-amine (0.210 g, 0.000962 mol), 4-chloro-1-[2-(trimethylsilyl)ethoxy]methyl-1H-pyrrolo[2,3-b]pyridine (0.29 g, 0.0010 mol), tris(dibenzylideneacetone)dipalladium(0) (0.088 g, 0.000096 mol), 0.049 M of tri-tert-butylphosphine in toluene (1.0 mL) and sodium tert-butoxide (0.139 g, 0.00144 mol) in toluene (3 mL, 0.03 mol) was heated to 70° C. for 5 h. After the reaction mixture was cooled to room temperature (rt), ethyl acetate and water... Reactants: OC1CN(C1)C(=O)N1CC(CC(C1)C1=CC=C(C=C1)C(F)(F)F)C(=O)O (1-[(3-Hydroxyazetidin-1-yl)carbonyl]-5-[4-(trifluoromethyl)phenyl]piperidine-3-carboxylic acid), ClC1=C(C=CC=C1)C(N)=NO (2-chloro-N′-hydroxybenzenecarboximidamide). Yields the product ClC1=C(C=CC=C1)C1=NOC(=N1)C1CN(CC(C1)C1=CC=C(C=C1)C(F)(F)F)C(=O)N1CC(C1)O ({3-[3-(2-Chlorophenyl)-1,2,4-oxadiazol-5-yl]-5-[4-(trifluoromethyl)phenyl]piperidin-1-yl}(3-hydroxyazetidin-1-yl)methanone). Reaction SMILES: [OH:1][CH:2]1[CH2:5][N:4]([C:6]([N:8]2[CH2:13][CH:12]([C:14]3[CH:19]=[CH:18][C:17]([C:20]([F:23])([F:22])[F:21])=[CH:16][CH:15]=3)[CH2:11][CH:10]([C:24]([OH:26])=O)[CH2:9]2)=[O:7])[CH2:3]1.[Cl:27][C:28]1[CH:33]=[CH:32][CH:31]=[CH:30][C:29]=1[C:34](=[N:36]O)[NH2:35]>>[Cl:27][C:28]1[CH:33]=[CH:32][CH:31]=[CH:30][C:29]=1[C:34]1[N:36]=[C:24]([CH:10]2[CH2:11][CH:12]([C:14]3[CH:19]=[CH:18][C:17]([C:20]([F:22])([F:21])[F:23])=[CH:16][CH:15]=3)[CH2:13][N:8]([C:6]([N:4]3[CH2:5][CH:2]([OH:1])[CH2:3]3)=[O:7])[CH2:9]2)[O:26][N:35]=1. Reported procedure: 90.0 mg (0.242 mmol) of 1-[(3-hydroxyazetidin-1-yl)carbonyl]-5-[4-(trifluoromethyl)phenyl]piperidine-3-carboxylic acid (Example 101A) and 34.8 mg (0.266 mmol) of 2-chloro-N′-hydroxybenzenecarboximidamide were reacted according to the General Method 1. Yield: 34.8 mg (27% of theory). The reactants are 20, C1(=CC=CS1)C(=O)C1=CC=C(C(C(=O)O)C)C=C1 (p-(2-thenoyl)hydratropic acid), CC(C1=CC=CC=C1)N ((-)-α-methylbenzylamine), C(C)O (ethanol). Run in O (water). Yields the product CC(C1=CC=CC=C1)N.C1(=CC=CS1)C(=O)C1=CC=C(C(C(=O)O)C)C=C1 ((-)-p-(2-thenoyl)hydratropic acid α-methyl-benzylamine). Reaction SMILES: [C:1]1([C:6]([C:8]2[CH:18]=[CH:17][C:11]([CH:12]([CH3:16])[C:13]([OH:15])=[O:14])=[CH:10][CH:9]=2)=[O:7])[S:5][CH:4]=[CH:3][CH:2]=1.[CH3:19][CH:20]([NH2:27])[C:21]1[CH:26]=[CH:25][CH:24]=[CH:23][CH:22]=1.C(O)C>O>[CH3:19][CH:20]([NH2:27])[C:21]1[CH:26]=[CH:25][CH:24]=[CH:23][CH:22]=1.[C:1]1([C:6]([C:8]2[CH:18]=[CH:17][C:11]([CH:12]([CH3:16])[C:13]([OH:15])=[O:14])=[CH:10][CH:9]=2)=[O:7])[S:5][CH:4]=[CH:3][CH:2]=1 |f:4.5|. Procedure details: To a stirred mixture of 20 parts of p-(2-thenoyl)hydratropic acid and 9.3 parts of (-)-α-methylbenzylamine in 200 parts of ethanol are added 50 parts of water. The precipitated salt is filtered off and crystallized from a mixture of ethanol and water (10 : 2 by volume), yielding the crude salt form. This fraction is recrystallized several times till constant rotation, from a mixture of ethanol and water (10 : 2 by volume), to yield (-)-p-(2-thenoyl)hydratropic acid α-methyl-benzylamine; m.p. 170... The reactants are BrC1=C(C=C(C=C1)Cl)O (2-bromo-5-chlorophenol), ClC(C(=O)[O-])(F)F.[Na+] (sodium chlorodifluoroacetate), C([O-])([O-])=O.[Cs+].[Cs+] (cesium carbonate). Solvent: CN(C)C=O.O (DMF water), CC(C)(C)OC (TBME), O (water). Reaction conditions: temperature 100 celsius. Yields the product ClC1=CC(=C(C=C1)Br)OC(F)F (4-chloro-2-(difluoromethoxy)bromobenzene). Isolated yield 97.9%. As a reaction SMILES: [Br:1][C:2]1[CH:7]=[CH:6][C:5]([Cl:8])=[CH:4][C:3]=1[OH:9].Cl[C:11]([F:16])([F:15])C([O-])=O.[Na+].C(=O)([O-])[O-].[Cs+].[Cs+]>CN(C=O)C.O.CC(OC)(C)C.O>[Cl:8][C:5]1[CH:6]=[CH:7][C:2]([Br:1])=[C:3]([O:9][CH:11]([F:16])[F:15])[CH:4]=1 |f:1.2,3.4.5,6.7|. Reported procedure: To a solution of 2-bromo-5-chlorophenol (1 g, 4.8 mmol) in DMF/water (45 mL/5 mL) was added sodium chlorodifluoroacetate (1.95 g, 12.0 mmol) and cesium carbonate (3.14 g, 9.64 mmol), and the reaction mixture was heated to 100° C. for 4 hours. The reaction mixture was cooled and diluted with TBME (20 mL) and water (20 mL). The organic layer was collected, washed with saturated aqueous NaHCO3 solution, brine, dried over Na2SO4 and concentrated in vacuo to afford the title compound (1.21 g, 98%), w... Reactants: CC(C)(C)O, C1CCOC1, C[N+]1([O-])CCOCC1, CCOC(C)=O, C=CC(CC)N1C(=O)C(C)(CC(=O)OC)CC(c2cccc(Cl)c2)C1c1ccc(Cl)cc1, [Na+], [Na+], O=S([O-])([O-])=S, O=[Os](=O)(=O)=O, O. Product: CCC(C(O)CO)N1C(=O)C(C)(CC(=O)OC)CC(c2cccc(Cl)c2)C1c1ccc(Cl)cc1. Reaction SMILES: [C:47]([OH:48])([CH3:49])([CH3:50])[CH3:51].[CH2:42]1[O:43][CH2:44][CH2:45][CH2:46]1.[CH3:33][N+:34]1([O-:35])[CH2:36][CH2:37][O:38][CH2:39][CH2:40]1.[CH3:52][CH2:53][O:54][C:55]([CH3:56])=[O:57].[Cl:1][c:2]1[cH:3][c:4]([CH:8]2[CH2:9][C:10]([CH3:27])([CH2:28][C:29](=[O:30])[O:31][CH3:32])[C:11](=[O:26])[N:12]([CH:21]([CH:22]=[CH2:23])[CH2:24][CH3:25])[CH:13]2[c:14]2[cH:15][cH:16][c:17]([Cl:20])[cH:18][cH:19]2)[cH:5][cH:6][cH:7]1.[Na+:58].[Na+:59].[O-:60][S:61]([O-:62])(=[S:63])=[O:64].[O:65]=[Os:66](=[O:67])(=[O:68])=[O:69].[OH2:41]>>[Cl:1][c:2]1[cH:3][c:4]([CH:8]2[CH2:9][C:10]([CH3:27])([CH2:28][C:29](=[O:30])[O:31][CH3:32])[C:11](=[O:26])[N:12]([CH:21]([CH:22]([CH2:23][OH:41])[OH:35])[CH2:24][CH3:25])[CH:13]2[c:14]2[cH:15][cH:16][c:17]([Cl:20])[cH:18][cH:19]2)[cH:5][cH:6][cH:7]1.